This data is from the Open Reaction Database (ORD), a public repository of structured organic reaction records. The task is: describe an organic reaction: reactants, conditions, products, and yield Reactants: CCC(=O)Cl, Nc1ccc(Oc2cccc(Cl)n2)c(Cl)c1, O, c1ccncc1. The product is CCC(=O)Nc1ccc(Oc2cccc(Cl)n2)c(Cl)c1. As a reaction SMILES: [C:17]([CH2:18][CH3:19])(=[O:20])[Cl:21].[Cl:1][c:2]1[cH:3][cH:4][cH:5][c:6]([O:8][c:9]2[c:10]([Cl:16])[cH:11][c:12]([NH2:15])[cH:13][cH:14]2)[n:7]1.[OH2:28].[cH:22]1[cH:23][cH:24][n:25][cH:26][cH:27]1>>[Cl:1][c:2]1[cH:3][cH:4][cH:5][c:6]([O:8][c:9]2[c:10]([Cl:16])[cH:11][c:12]([NH:15][C:17]([CH2:18][CH3:19])=[O:20])[cH:13][cH:14]2)[n:7]1. The reactants are [I-].OC=1C=C(C=CC1)[C@H](C)[N+]([C@@H](C)C1=CC=CC=C1)(C)C ((S)-1-(3-hydroxyphenyl)-N,N-dimethyl-N—((S)-1-phenylethyl)ethanaminium iodide), [I-].OC=1C=C(C=CC1)[C@H](C)[N+]([C@@H](C)C1=CC=CC=C1)(C)C ((S)-1-(3-hydroxyphenyl)-N,N-dimethyl-N—((S)-1-phenylethyl)ethanaminium iodide), C([O-])([O-])=O.[K+].[K+] (potassium carbonate), ethyl(methyl)carbamic chloride chloride, C1COCCOCCOCCOCCOCCO1 (18-crown-6), C(C)#N (acetonitrile). Conditions: temperature 60 celsius. The product is [I-].C(C)N(C(=O)OC=1C=C(C=CC1)[C@H](C)[N+]([C@@H](C)C1=CC=CC=C1)(C)C)C ((S)-1-(3-(ethyl(methyl)carbamoyloxy)phenyl)-N,N-dimethyl-N—((S)-1-phenylethyl)ethanaminium iodide). Reaction SMILES: [I-:1].[OH:2][C:3]1[CH:4]=[C:5]([C@@H:9]([N+:11]([CH3:21])([CH3:20])[C@H:12]([C:14]2[CH:19]=[CH:18][CH:17]=[CH:16][CH:15]=2)[CH3:13])[CH3:10])[CH:6]=[CH:7][CH:8]=1.[C:22](=[O:25])([O-])[O-].[K+].[K+].C1O[CH2:44][CH2:43]OCCOCCOCCOCCOC1.[C:46](#[N:48])C>>[I-:1].[CH2:43]([N:48]([CH3:46])[C:22]([O:2][C:3]1[CH:4]=[C:5]([C@@H:9]([N+:11]([CH3:21])([CH3:20])[C@H:12]([C:14]2[CH:19]=[CH:18][CH:17]=[CH:16][CH:15]=2)[CH3:13])[CH3:10])[CH:6]=[CH:7][CH:8]=1)=[O:25])[CH3:44] |f:0.1,2.3.4,7.8|. Reported procedure: Mix 7.9 g (0.02 mol) of(S)-1-(3-hydroxyphenyl)-N,N-dimethyl-N—((S)-1-phenylethyl)ethanaminium iodide (formula VIII) with 180 ml of acetonitrile, 4.1 g (0.03 mol) of potassium carbonate, 3.6 g (0.03 mol) ethyl(methyl)carbamic chloride chloride and 0.1 g 18-crown-6 at room temperature, heat it to 60° C. and react it for 12 hours. After it is cooled to room temperature, filter it and reduce the pressure to recover the solvent and receive 9.9 g of red-brown liquid to be directly used in the next rea...